From a dataset of the Open Reaction Database (ORD), a public repository of structured organic reaction records. describe an organic reaction: reactants, conditions, products, and yield Reactants: BrCC(=O)Br (bromoacetyl bromide), CS(=O)(=O)C1=CC(=C(C=C1)O)N (4-Methylsulfonyl-2-aminophenol), CS(=O)(=O)C1=CC(=C(C=C1)O)N (4-Methylsulfonyl-2-aminophenol), C([O-])(O)=O.[Na+] (sodium bicarbonate). The solvent is C(Cl)(Cl)Cl (chloroform). Reaction conditions: temperature 0 celsius, time 8 hour. The product is CS(=O)(=O)C=1C=CC2=C(NC(CO2)=O)C1 (6-(Methylsulfonyl)-2H-1,4-benzoxazin-3(4H)-one). As a reaction SMILES: [CH3:1][S:2]([C:5]1[CH:10]=[CH:9][C:8]([OH:11])=[C:7]([NH2:12])[CH:6]=1)(=[O:4])=[O:3].C(=O)(O)[O-].[Na+].Br[CH2:19][C:20](Br)=[O:21]>C(Cl)(Cl)Cl>[CH3:1][S:2]([C:5]1[CH:10]=[CH:9][C:8]2[O:11][CH2:19][C:20](=[O:21])[NH:12][C:7]=2[CH:6]=1)(=[O:3])=[O:4] |f:1.2|. Procedure: 4-Methylsulfonyl-2-aminophenol (Intermediate 102) (690 mg, 3.68 mmol) was dissolved in chloroform (30 mL) and saturated sodium bicarbonate (20 mL). The biphasic reaction mixture was cooled to 0° C. and bromoacetyl bromide (889 mg, 4.42 mmol) was added dropwise. The reaction was stirred overnight at room temperature. The layers were separated and the aqueous layer was filtered to yield the desired product as a solid, 280 mg (33%).